From a dataset of the Open Reaction Database (ORD), a public repository of structured organic reaction records. describe an organic reaction: reactants, conditions, products, and yield Starting materials: C(C)C1=NN2C(C3=C(C=C2)OCC3)=C1C(C)=O (1-(2-ethyl-8,9-dihydrofuro[3,2-c]pyrazolo[1,5-a]pyridin-1-yl)ethanone), [H-].[Al+3].[Li+].[H-].[H-].[H-] (lithium aluminum hydride), O.O.O.O.O.O.O.O.O.O.S(=O)(=O)([O-])[O-].[Na+].[Na+] (Sodium sulfate decahydrate). Solvent: O1CCCC1 (tetrahydrofuran), O1CCCC1 (tetrahydrofuran). Reaction conditions: time 1 hour. The product is C(C)C1=NN2C(C3=C(C=C2)OCC3)=C1C(C)O (1-(2-ethyl-8,9-dihydrofuro[3,2-c]pyrazolo[1,5-a]pyridin-1-yl)ethanol). Isolated yield 90.5%. As a reaction SMILES: [H-].[Al+3].[Li+].[H-].[H-].[H-].[CH2:7]([C:9]1[C:20]([C:21](=[O:23])[CH3:22])=[C:12]2[C:13]3[CH2:19][CH2:18][O:17][C:14]=3[CH:15]=[CH:16][N:11]2[N:10]=1)[CH3:8].O.O.O.O.O.O.O.O.O.O.S([O-])([O-])(=O)=O.[Na+].[Na+]>O1CCCC1>[CH2:7]([C:9]1[C:20]([CH:21]([OH:23])[CH3:22])=[C:12]2[C:13]3[CH2:19][CH2:18][O:17][C:14]=3[CH:15]=[CH:16][N:11]2[N:10]=1)[CH3:8] |f:0.1.2.3.4.5,7.8.9.10.11.12.13.14.15.16.17.18.19|. Reported procedure: To a suspension of 80% lithium aluminum hydride (233 mg, 5.03 mmol) in tetrahydrofuran (13 mL) was added a solution of 1-(2-ethyl-8,9-dihydrofuro[3,2-c]pyrazolo[1,5-a]pyridin-1-yl)ethanone (290 mg, 1.26 mmol) in tetrahydrofuran (13 mL) under ice-cooling, and the mixture was stirred at room temperature for 1 hr. Sodium sulfate decahydrate (2.9 g) was added under ice-cooling, and the insoluble material was filtered off. The filtrate was concentrated under reduced pressure to give the title compoun...